This data is from the Open Reaction Database (ORD), a public repository of structured organic reaction records. The task is: describe an organic reaction: reactants, conditions, products, and yield The reactants are CCOP(C)(=O)C(CC)Oc1cc([N+](=O)[O-])c(Cl)cc1Cl, O=S(Cl)Cl. Product: CCC(Oc1cc([N+](=O)[O-])c(Cl)cc1Cl)P(C)(=O)O. Reaction SMILES: [CH3:5][P:6]([O:7][CH2:8][CH3:9])(=[O:10])[CH:11]([CH2:12][CH3:13])[O:14][c:15]1[c:16]([Cl:25])[cH:17][c:18]([Cl:24])[c:19]([N+:21](=[O:22])[O-:23])[cH:20]1.[S:1]([Cl:2])([Cl:3])=[O:4]>>[CH3:5][P:6](=[O:7])([OH:10])[CH:11]([CH2:12][CH3:13])[O:14][c:15]1[c:16]([Cl:25])[cH:17][c:18]([Cl:24])[c:19]([N+:21](=[O:22])[O-:23])[cH:20]1. Starting materials: CCOCC, OCc1cc2cc(Cl)c(Cl)cc2[nH]1, O=[Mn]=O. The product is O=Cc1cc2cc(Cl)c(Cl)cc2[nH]1. As a reaction SMILES: [CH3:14][CH2:15][O:16][CH2:17][CH3:18].[Cl:1][c:2]1[cH:3][c:4]2[cH:5][c:6]([CH2:12][OH:13])[nH:7][c:8]2[cH:9][c:10]1[Cl:11].[O:19]=[Mn:20]=[O:21]>>[Cl:1][c:2]1[cH:3][c:4]2[cH:5][c:6]([CH:12]=[O:13])[nH:7][c:8]2[cH:9][c:10]1[Cl:11]. The product is O=C1N=C(SC2=C1C=CC=C2)C2=NC=CC(=C2)CCNC(C2=CC=CC=C2)=O (N-[2-[2-(4-Oxo-4H-1,3-benzothiazin-2-yl)-4-pyridyl]ethyl]benzamide). Run at temperature 60 celsius, time 5 hour. As a reaction SMILES: FC(F)(F)C(O)=O.[NH2:8][CH2:9][CH2:10][C:11]1[CH:16]=[CH:15][N:14]=[C:13]([C:17]2[S:18][C:19]3[CH:27]=[CH:26][CH:25]=[CH:24][C:20]=3[C:21](=[O:23])[N:22]=2)[CH:12]=1.[C:28](Cl)(=[O:35])[C:29]1[CH:34]=[CH:33][CH:32]=[CH:31][CH:30]=1.C(=O)([O-])[O-].[K+].[K+].C(OCC)(=O)C>CN(C)C(=O)C.O>[O:23]=[C:21]1[C:20]2[CH:24]=[CH:25][CH:26]=[CH:27][C:19]=2[S:18][C:17]([C:13]2[CH:12]=[C:11]([CH2:10][CH2:9][NH:8][C:28](=[O:35])[C:29]3[CH:34]=[CH:33][CH:32]=[CH:31][CH:30]=3)[CH:16]=[CH:15][N:14]=2)=[N:22]1 |f:0.1,3.4.5|. The yield is 36.6%. Reported procedure: 2-[4-(2-Aminoethyl)-2-pyridyl]-4H-1,3-benzothiazine-4-one trifluoroacetic acid salt (0.50 g, 1.2 mmol) was dissolved in N,N-dimethylacetamide (10 ml), and benzoyl chloride (0.36 g, 2.6 mmol) and potassium carbonate (0.17 g, 1.2 mmol) were added thereto. The reaction mixture was stirred at 60° C. for 5 hrs, combined with ethyl acetate and water. The organic layer was successively washed with saturated aqueous sodium hydrogen carbonate solution and saturated brine, and dried over anhydrous magnesi... The solvent is CN(C(C)=O)C (N,N-dimethylacetamide), O (water). Reactants: C(C)(=O)OCC (ethyl acetate), C(C1=CC=CC=C1)(=O)Cl (benzoyl chloride), C([O-])([O-])=O.[K+].[K+] (potassium carbonate), FC(C(=O)O)(F)F.NCCC1=CC(=NC=C1)C=1SC2=C(C(N1)=O)C=CC=C2 (2-[4-(2-Aminoethyl)-2-pyridyl]-4H-1,3-benzothiazine-4-one trifluoroacetic acid salt). The reactants are C(C(O)C1=CC=CC=C1)(=O)O ((+)-mandelic acid), COC1=C(C=CC(=N1)C1=NN=C2N1CC(C[C@H]2OC2=CC(=C(C(=C2)F)F)F)C(C)(C)O)N2C=NC(=C2)C (2-{(8R)-3-[6-methoxy-5-(4-methyl-1H-imidazol-1-yl)pyridin-2-yl]-8-(3,4,5-trifluorophenoxy)-5,6,7,8-tetrahydro[1,2,4]triazolo[4,3-a]pyridin-6-yl}propan-2-ol), CCCCCC (hexane). The solvent is C(C)O (ethanol), C(C)O (ethanol). Conditions: time 3 hour. Product: C([C@@H](O)C1=CC=CC=C1)(=O)OC(C)(C)[C@@]1(C=2N(CCC1)C(=NN2)C2=NC(=C(C=C2)N2C=NC(=C2)C)OC)OC2=CC(=C(C(=C2)F)F)F (2-{(8R)-3-[6-methoxy-5-(4-methyl-1H-imidazol-1-yl)pyridin-2-yl]-8-(3,4,5-trifluorophenoxy)-5,6,7,8-tetrahydro[1,2,4]triazolo[4,3-a]pyridin-8-yl}propan-2-ol 1(+)-mandelate). As a reaction SMILES: [CH3:1][O:2][C:3]1[N:8]=[C:7]([C:9]2[N:13]3[CH2:14][CH:15](C(O)(C)C)[CH2:16][C@@H:17]([O:18][C:19]4[CH:24]=[C:23]([F:25])[C:22]([F:26])=[C:21]([F:27])[CH:20]=4)[C:12]3=[N:11][N:10]=2)[CH:6]=[CH:5][C:4]=1[N:32]1[CH:36]=[C:35]([CH3:37])[N:34]=[CH:33]1.[C:38]([OH:48])(=[O:47])[CH:39]([C:41]1[CH:46]=[CH:45][CH:44]=[CH:43][CH:42]=1)[OH:40].[CH3:49][CH2:50][CH2:51]CCC>C(O)C>[C:38]([O:48][C:50]([C@@:17]1([O:18][C:19]2[CH:20]=[C:21]([F:27])[C:22]([F:26])=[C:23]([F:25])[CH:24]=2)[CH2:16][CH2:15][CH2:14][N:13]2[C:9]([C:7]3[CH:6]=[CH:5][C:4]([N:32]4[CH:36]=[C:35]([CH3:37])[N:34]=[CH:33]4)=[C:3]([O:2][CH3:1])[N:8]=3)=[N:10][N:11]=[C:12]12)([CH3:51])[CH3:49])(=[O:47])[C@H:39]([C:41]1[CH:46]=[CH:45][CH:44]=[CH:43][CH:42]=1)[OH:40]. Procedure details: To a mixture of 2-{(8R)-3-[6-methoxy-5-(4-methyl-1H-imidazol-1-yl)pyridin-2-yl]-8-(3,4,5-trifluorophenoxy)-5,6,7,8-tetrahydro[1,2,4]triazolo[4,3-a]pyridin-6-yl}propan-2-ol (0.50 g) in ethanol (2 mL) was added a mixture of (+)-mandelic acid (148 mg) in ethanol (1 mL) at room temperature. To the reaction mixture was added hexane/IPE at room temperature, and the mixture was stirred for 3 hr. The crystals were collected by filtration and dried to give the title compound (0.55 g). The reactants are C(=O)C1=C(N(C2=CC=CC=C12)C1=CC=CC=C1)C=1SC=CC1 (3-formyl-1-phenyl-2-(2-thiophenyl)indole), CN1C(C(C=2C1=NC=CC2)(C)C)=C (1,3,3-trimethyl-2-methylene-pyrrolo[2,3-b]pyridine), CC1=CC=C(C=C1)S(=O)(=O)O (4-methylbenzenesulfonic acid). The solvent is C(C)(=O)OCC (ethyl acetate), C(C)(=O)OC(C)=O (acetic anhydride), C(C)(=O)OC(C)=O (acetic anhydride). Run at temperature 135 celsius. Product: CC1=CC=C(C=C1)S(=O)(=O)[O-].CC1=CC=C(C=C1)S(=O)(=O)[O-].C1(=CC=CC=C1)N1C(=C(C2=CC=CC=C12)C=CC=1C(C=2C(=NC=CC2)[N+]1C)(C)C)C=1SC=CC1.C1(=CC=CC=C1)N1C(=C(C2=CC=CC=C12)C=CC=1C(C=2C(=NC=CC2)[N+]1C)(C)C)C=1SC=CC1 (2-[2-(1-phenyl-2-{2-thiophenyl}-1H-indol-3-yl)ethenyl]-1,3,3-trimethyl-3-H-pyrrolo[2,3-b]pyridinium bis(4-methylbenzenesulfonate)). The yield is 99.8%. RXN SMILES: [CH3:1][N:2]1[C:6]2=[N:7][CH:8]=[CH:9][CH:10]=[C:5]2[C:4]([CH3:12])([CH3:11])[C:3]1=[CH2:13].[CH3:14][C:15]1[CH:20]=[CH:19][C:18]([S:21]([OH:24])(=[O:23])=[O:22])=[CH:17][CH:16]=1.[CH:25]([C:27]1[C:35]2[C:30](=[CH:31][CH:32]=[CH:33][CH:34]=2)[N:29]([C:36]2[CH:41]=[CH:40][CH:39]=[CH:38][CH:37]=2)[C:28]=1[C:42]1[S:43][CH:44]=[CH:45][CH:46]=1)=O>C(OC(=O)C)(=O)C.C(OCC)(=O)C>[CH3:14][C:15]1[CH:16]=[CH:17][C:18]([S:21]([O-:24])(=[O:23])=[O:22])=[CH:19][CH:20]=1.[CH3:14][C:15]1[CH:16]=[CH:17][C:18]([S:21]([O-:24])(=[O:23])=[O:22])=[CH:19][CH:20]=1.[C:36]1([N:29]2[C:30]3[C:35](=[CH:34][CH:33]=[CH:32][CH:31]=3)[C:27]([CH:25]=[CH:13][C:3]3[C:4]([CH3:11])([CH3:12])[C:5]4[C:6]([N+:2]=3[CH3:1])=[N:7][CH:8]=[CH:9][CH:10]=4)=[C:28]2[C:42]2[S:43][CH:44]=[CH:45][CH:46]=2)[CH:37]=[CH:38][CH:39]=[CH:40][CH:41]=1.[C:36]1([N:29]2[C:30]3[C:35](=[CH:34][CH:33]=[CH:32][CH:31]=3)[C:27]([CH:25]=[CH:13][C:3]3[C:4]([CH3:11])([CH3:12])[C:5]4[C:6]([N+:2]=3[CH3:1])=[N:7][CH:8]=[CH:9][CH:10]=4)=[C:28]2[C:42]2[S:43][CH:44]=[CH:45][CH:46]=2)[CH:37]=[CH:38][CH:39]=[CH:40][CH:41]=1 |f:5.6.7.8|. Procedure details: A solution of 1.73 g of 1,3,3-trimethyl-2-methylene-pyrrolo[2,3-b]pyridine in 3 ml of acetic anhydride was added to a solution of 1.72 g anhydrous 4-methylbenzenesulfonic acid in 5 ml of acetic anhydride, followed by 3.04 g of 3-formyl-1-phenyl-2-(2-thiophenyl)indole. The resulting mixture was stirred and heated at 135° C. for 1 minute, then was diluted with 60 ml of ethyl acetate and cooled to 0°-5° C. The solid product was collected by suction filtration, washed with ethyl acetate, and was com... Starting materials: Cl (HCl), C(C)OC(CC(=O)O)=O (malonic acid monoethyl ester), [Li]CCCC (n-BuLi), C1C(CCC2=CC=CC=C12)C(=O)Cl ((RS)-1,2,3,4-tetrahydro-naphthalene-2-carbonyl chloride). Solvent: CCOCC (Et2O), C1CCOC1 (THF), C1CCOC1 (THF). Reaction conditions: temperature -5 celsius, time 5 minute. Product: C(C)OC(CC(C1CC2=CC=CC=C2CC1)=O)=O ((RS)-3-oxo-3-(1,2,3,4-tetrahydro-naphthalen-2-yl)-propionic acid ethyl ester). Isolated yield 93.5%. Reaction SMILES: [CH2:1]([O:3][C:4](=[O:9])[CH2:5][C:6]([OH:8])=O)[CH3:2].[Li]CCCC.[CH2:15]1[C:24]2[C:19](=[CH:20][CH:21]=[CH:22][CH:23]=2)[CH2:18][CH2:17][CH:16]1C(Cl)=O.Cl>C1COCC1.CCOCC>[CH2:1]([O:3][C:4](=[O:9])[CH2:5][C:6](=[O:8])[CH:21]1[CH2:22][CH2:23][C:24]2[C:19](=[CH:18][CH:17]=[CH:16][CH:15]=2)[CH2:20]1)[CH3:2]. Procedure: A solution of malonic acid monoethyl ester (3.8 g, 29 mmol) in THF (80 ml) was cooled to −78° C. n-BuLi (36 ml, 58 mmol, 1.6 M in hexane) was added dropwise so that the temperature of the reaction mixture at the end the addition was −5° C. After 5 min. stirring at −5° C., reaction mixture was cooled to −65° C. and treated with a solution of (RS)-1,2,3,4-tetrahydro-naphthalene-2-carbonyl chloride (3.2 g, 16.5 mmol) in THF. Mixture was stirred for 10 min. at −65° C. and then added to a stirring mi... Starting materials: CN1CCC2N(CCC21)C2=CC=C(C=C2)N (4-(4-Methylhexahydropyrrolo[3,2-b]pyrrol-1-yl)phenylamine), C(=O)(N1C=NC=C1)N1C=NC=C1 (carbonyldiimidazole), ClC1=CC=C(C=C1)C1CCNCC1 (4-(4-chlorophenyl)-piperidine). The product is CN1CCC2N(CCC21)C2=CC=C(C=C2)NC(=O)N2CCC(CC2)C2=CC=C(C=C2)Cl (4-(4-Chlorophenyl)piperidine-1-carboxylic acid [4-(4-methylhexahydropyrrolo[3,2-b]pyrrol-1-yl)phenyl]amide). RXN SMILES: [CH3:1][N:2]1[CH:9]2[CH:5]([N:6]([C:10]3[CH:15]=[CH:14][C:13]([NH2:16])=[CH:12][CH:11]=3)[CH2:7][CH2:8]2)[CH2:4][CH2:3]1.[C:17]([N:24]1[CH:28]=[CH:27]N=[CH:25]1)(N1C=CN=C1)=[O:18].[Cl:29][C:30]1[CH:35]=[CH:34][C:33]([CH:36]2CCNC[CH2:37]2)=[CH:32][CH:31]=1>>[CH3:1][N:2]1[CH:9]2[CH:5]([N:6]([C:10]3[CH:15]=[CH:14][C:13]([NH:16][C:17]([N:24]4[CH2:25][CH2:37][CH:36]([C:33]5[CH:34]=[CH:35][C:30]([Cl:29])=[CH:31][CH:32]=5)[CH2:27][CH2:28]4)=[O:18])=[CH:12][CH:11]=3)[CH2:7][CH2:8]2)[CH2:4][CH2:3]1. Procedure: 4-(4-Methylhexahydropyrrolo[3,2-b]pyrrol-1-yl)phenylamine was reacted by method A with carbonyldiimidazole and finally with 4-(4-chlorophenyl)-piperidine. The product with the molecular weight of 439.01 (C25H31ClN4O); MS (ESI): 439 (M+H+) was obtained in this way. The reactants are S1C=NC=C1CC1CC=2C=CC(=CC2CC1)C(=O)OCC (ethyl 6-(5-thiazolylmethyl)-5,6,7,8-tetrahydro-2-naphthalenecarboxylate), aqueous solution, [OH-].[Na+] (sodium hydroxide). Run in CO (methanol). Yields the product S1C=NC=C1CC1CC=2C=CC(=CC2CC1)C(=O)O (6-(5-thiazolylmethyl)-5,6,7,8-tetrahydro-2-naphthalenecarboxylic acid). Yield: 76.2%. RXN SMILES: [S:1]1[C:5]([CH2:6][CH:7]2[CH2:16][CH2:15][C:14]3[CH:13]=[C:12]([C:17]([O:19]CC)=[O:18])[CH:11]=[CH:10][C:9]=3[CH2:8]2)=[CH:4][N:3]=[CH:2]1.[OH-].[Na+]>CO>[S:1]1[C:5]([CH2:6][CH:7]2[CH2:16][CH2:15][C:14]3[CH:13]=[C:12]([C:17]([OH:19])=[O:18])[CH:11]=[CH:10][C:9]=3[CH2:8]2)=[CH:4][N:3]=[CH:2]1 |f:1.2|. Procedure: 3.92 g of ethyl 6-(5-thiazolylmethyl)-5,6,7,8-tetrahydro-2-naphthalenecarboxylate was added to a mixture of 10 ml of a 10% aqueous solution of sodium hydroxide and 30 ml of methanol and the mixture was heated under reflux for 1 hour. The reaction mixture was concentrated to dryness in vacuo and the residue was dissolved in water. A small amount of insoluble material was removed by filtration and the filtrate was adjusted to pH 6 with hydrochloric acid. The precipitate formed was collected by fil... Reactants: C1(CC1)NC(NC1=CC(=C(C=C1)C=1N=C(C2=C(N1)CN(C2)C(=O)OC(C)(C)C)N2CCOCC2)F)=O (tert-Butyl 2-(4-(3-cyclopropylureido)-2-fluorophenyl)-4-morpholino-5H-pyrrolo[3,4-d]pyrimidine-6(7H)-carboxylate), C(C)NC(=O)NC1=CC(=C(C=C1)B1OC(C(O1)(C)C)(C)C)F (1-ethyl-3-(3-fluoro-4-(4,4,5,5-tetramethyl-1,3,2-dioxaborolan-2-yl)phenyl)urea), C(C)NC(=O)NC1=CC(=C(C=C1)B1OC(C(O1)(C)C)(C)C)F (1-ethyl-3-(3-fluoro-4-(4,4,5,5-tetramethyl-1,3,2-dioxaborolan-2-yl)phenyl)urea). The product is C(C)NC(NC1=CC(=C(C=C1)C=1N=C(C2=C(N1)CN(C2)C(=O)OC(C)(C)C)N2CCOCC2)F)=O (tert-butyl 2-(4-(3-ethylureido)-2-fluorophenyl)-4-morpholino-5H-pyrrolo[3,4-d]pyrimidine-6(7H)-carboxylate). As a reaction SMILES: [CH:1]1([NH:4][C:5](=[O:36])[NH:6][C:7]2[CH:12]=[CH:11][C:10]([C:13]3[N:14]=[C:15]([N:29]4[CH2:34][CH2:33][O:32][CH2:31][CH2:30]4)[C:16]4[CH2:21][N:20]([C:22]([O:24][C:25]([CH3:28])([CH3:27])[CH3:26])=[O:23])[CH2:19][C:17]=4[N:18]=3)=[C:9]([F:35])[CH:8]=2)C[CH2:2]1.C(NC(NC1C=CC(B2OC(C)(C)C(C)(C)O2)=C(F)C=1)=O)C>>[CH2:1]([NH:4][C:5](=[O:36])[NH:6][C:7]1[CH:12]=[CH:11][C:10]([C:13]2[N:14]=[C:15]([N:29]3[CH2:34][CH2:33][O:32][CH2:31][CH2:30]3)[C:16]3[CH2:21][N:20]([C:22]([O:24][C:25]([CH3:28])([CH3:26])[CH3:27])=[O:23])[CH2:19][C:17]=3[N:18]=2)=[C:9]([F:35])[CH:8]=1)[CH3:2]. Reported procedure: Method as described for tert-Butyl 2-(4-(3-cyclopropylureido)-2-fluorophenyl)-4-morpholino-5H-pyrrolo[3,4-d]pyrimidine-6(7H)-carboxylate (example 143) using 1-ethyl-3-(3-fluoro-4-(4,4,5,5-tetramethyl-1,3,2-dioxaborolan-2-yl)phenyl)urea (intermediate 28). The reactants are ClC1=NN(C=C1N(C(CN(C(OC(C)(C)C)=O)C)=O)CC#C)C=1C=NC=CC1 (tert-butyl (2-((3-chloro-1-(pyridin-3-yl)-1H-pyrazol-4-yl)(prop-2-yn-1-yl)amino)-2-oxoethyl)(methyl)carbamate), FC(C(=O)O)(F)F (2,2,2-trifluoroacetic acid), C1(=CC=CC=C1)C (toluene). Solvent: C(Cl)Cl (DCM). Reaction conditions: time 1 hour. The product is ClC1=NN(C=C1N(C(CNC)=O)CC#C)C=1C=NC=CC1 (N-(3-chloro-1-(pyridin-3-yl)-1H-pyrazol-4-yl)-2-(methylamino)-N-(prop-2-yn-1-yl)acetamide). The yield is 73.2%. As a reaction SMILES: [Cl:1][C:2]1[C:6]([N:7]([CH2:20][C:21]#[CH:22])[C:8](=[O:19])[CH2:9][N:10](C)[C:11](=O)OC(C)(C)C)=[CH:5][N:4]([C:23]2[CH:24]=[N:25][CH:26]=[CH:27][CH:28]=2)[N:3]=1.FC(F)(F)C(O)=O.C1(C)C=CC=CC=1>C(Cl)Cl>[Cl:1][C:2]1[C:6]([N:7]([CH2:20][C:21]#[CH:22])[C:8](=[O:19])[CH2:9][NH:10][CH3:11])=[CH:5][N:4]([C:23]2[CH:24]=[N:25][CH:26]=[CH:27][CH:28]=2)[N:3]=1. Procedure: To a solution of tert-butyl (2-((3-chloro-1-(pyridin-3-yl)-1H-pyrazol-4-yl)(prop-2-yn-1-yl)amino)-2-oxoethyl)(methyl)carbamate (0.47 g, 1.16 mmol) in DCM (1.16 ml) was added 2,2,2-trifluoroacetic acid (1.16 ml) and the reaction mixture was stirred at ambient temperature for 1 h. To the mixture was added toluene and then the reaction was concentrated to dryness. The oil was redissolved in DCM and saturated NaHCO3 solution was added. The phases were separated and the aqueous phase was extracted wi...